This data is from the Open Reaction Database (ORD), a public repository of structured organic reaction records. The task is: describe an organic reaction: reactants, conditions, products, and yield The reactants are Cl (hydrochloric acid), C(C)(C)(C)OC(COC1=CC=CC=2[C@@H](CCCC12)N(C)S(=O)(=O)C1=CC(=CC(=C1)C(F)(F)F)F)=O ({(R)-5-[(3-fluoro-5-trifluoromethyl-benzenesulfonyl)-methyl-amino]-5,6,7,8-tetrahydro-naphthalen-1-yloxy}-acetic acid tert-butyl ester), ClC1=CC=C(C=C1)S (4-chloro-benzenethiol), C([O-])([O-])=O.[K+].[K+] (potassium carbonate). Solvent: CN(C=O)C (N,N-dimethylformamide). Reaction conditions: temperature 150 celsius. Yields the product C(C)(C)(C)OC(COC1=CC=CC=2[C@@H](CCCC12)N(C)S(=O)(=O)C1=CC(=CC(=C1)C(F)(F)F)SC1=CC=C(C=C1)Cl)=O (((R)-5-{[3-(4-chloro-phenylsulfanyl)-5-trifluoromethyl-benzenesulfonyl]-methyl-amino}-5,6,7,8-tetrahydro-naphthalen-1-yloxy)-acetic acid tert-butyl ester). Yield: 70.2%. RXN SMILES: [C:1]([O:5][C:6](=[O:35])[CH2:7][O:8][C:9]1[C:18]2[CH2:17][CH2:16][CH2:15][C@@H:14]([N:19]([S:21]([C:24]3[CH:29]=[C:28]([C:30]([F:33])([F:32])[F:31])[CH:27]=[C:26](F)[CH:25]=3)(=[O:23])=[O:22])[CH3:20])[C:13]=2[CH:12]=[CH:11][CH:10]=1)([CH3:4])([CH3:3])[CH3:2].[Cl:36][C:37]1[CH:42]=[CH:41][C:40]([SH:43])=[CH:39][CH:38]=1.C(=O)([O-])[O-].[K+].[K+].Cl>CN(C)C=O>[C:1]([O:5][C:6](=[O:35])[CH2:7][O:8][C:9]1[C:18]2[CH2:17][CH2:16][CH2:15][C@@H:14]([N:19]([S:21]([C:24]3[CH:29]=[C:28]([C:30]([F:32])([F:31])[F:33])[CH:27]=[C:26]([S:43][C:40]4[CH:41]=[CH:42][C:37]([Cl:36])=[CH:38][CH:39]=4)[CH:25]=3)(=[O:23])=[O:22])[CH3:20])[C:13]=2[CH:12]=[CH:11][CH:10]=1)([CH3:2])([CH3:4])[CH3:3] |f:2.3.4|. Procedure details: A mixture of {(R)-5-[(3-fluoro-5-trifluoromethyl-benzenesulfonyl)-methyl-amino]-5,6,7,8-tetrahydro-naphthalen-1-yloxy}-acetic acid tert-butyl ester (80.0 mg, 0.15 mmol), 4-chloro-benzenethiol (50 μL), and potassium carbonate (55.0 mg, 0.40 mmol) in N,N-dimethylformamide (1.0 mL) was heated in a microwave oven at 150° C. for 30 minutes. The resulting mixture was neutralized with 1N hydrochloric acid and then extracted with ethyl acetate (20 mL×3). The combined organic layers were washed with brin... Reactants: OC=1C=CC2=C(C=C(CCS2(=O)=O)C(=O)OC)C1 (methyl 7-hydroxy-1,1-dioxo-2,3-dihydro-1-benzothiepine-4-carboxylate), C(CC)C1=CC=C(C=C1)OB(O)O (4-propylphenylboric acid), cupric acetate, 4A, ClCCl (dichloromethane). Run in C(C)N(CC)CC (triethylamine). Reaction conditions: time 20 hour. Product: C(CC)C1=CC=C(OC=2C=CC3=C(C=C(CCS3(=O)=O)C(=O)OC)C2)C=C1 (methyl 7-(4-propylphenoxy)-1,1-dioxo-2,3-dihydro-1-benzothiepine-4-carboxylate). Yield: 69.4%. As a reaction SMILES: [OH:1][C:2]1[CH:3]=[CH:4][C:5]2[S:11](=[O:13])(=[O:12])[CH2:10][CH2:9][C:8]([C:14]([O:16][CH3:17])=[O:15])=[CH:7][C:6]=2[CH:18]=1.[CH2:19]([C:22]1[CH:27]=[CH:26][C:25](OB(O)O)=[CH:24][CH:23]=1)[CH2:20][CH3:21].ClCCl>C(N(CC)CC)C>[CH2:19]([C:22]1[CH:27]=[CH:26][C:25]([O:1][C:2]2[CH:3]=[CH:4][C:5]3[S:11](=[O:13])(=[O:12])[CH2:10][CH2:9][C:8]([C:14]([O:16][CH3:17])=[O:15])=[CH:7][C:6]=3[CH:18]=2)=[CH:24][CH:23]=1)[CH2:20][CH3:21]. Procedure: To a mixture of methyl 7-hydroxy-1,1-dioxo-2,3-dihydro-1-benzothiepine-4-carboxylate (0.40 g), 4-propylphenylboric acid (0.49 g), cupric acetate (0.27 g), MS 4A (0.8 g) and dichloromethane (15 ml) was added at room temperature triethylamine (1.04 ml), and the resulting mixture was stirred for 20 hours. The reaction mixture was filtered to remove an insoluble material and the filtrate was concentrated under reduced pressure. The residue was subjected to separation and purification using column ch... Reactants: C(C=C)C1=C(C=CC=C1)O (o-allylphenol), CC(C(=O)[O-])O (methylglycolate), C(C1CO1)C1(O)CC(O)(CC=C1)CC1CO1 (1,3-bisglycidylresorcinol), [I-].C1(=CC=CC=C1)C(C[PH3+])(C1=CC=CC=C1)C1=CC=CC=C1 (triphenylethylphosphonium iodide). Conditions: temperature 140 celsius. Yields the product C(C=C)C1=C(C=CC=C1)O.C(C1CO1)C1(O)CC(O)(CC=C1)CC1CO1 (o-allylphenol 1,3-bisglycidylresorcinol). Reaction SMILES: [CH2:1]([C:4]1[CH:9]=[CH:8][CH:7]=[CH:6][C:5]=1[OH:10])[CH:2]=[CH2:3].[CH2:11]([C:15]1([CH:22]=[CH:21][CH2:20][C:18]([CH2:23][CH:24]2[O:26][CH2:25]2)([OH:19])[CH2:17]1)[OH:16])[CH:12]1[O:14][CH2:13]1.[I-].C1(C(C2C=CC=CC=2)(C2C=CC=CC=2)C[PH3+])C=CC=CC=1.CC(O)C([O-])=O>>[CH2:1]([C:4]1[CH:9]=[CH:8][CH:7]=[CH:6][C:5]=1[OH:10])[CH:2]=[CH2:3].[CH2:23]([C:18]1([CH:20]=[CH:21][CH2:22][C:15]([CH2:11][CH:12]2[O:14][CH2:13]2)([OH:16])[CH2:17]1)[OH:19])[CH:24]1[O:26][CH2:25]1 |f:2.3,5.6|. Procedure details: In a similar manner to that described in Example 1, o-allylphenol (134 g), 1,3-bisglycidylresorcinol (115.1 g), triphenylethylphosphonium iodide (0.75 g) and methylglycolate (145 g) were reacted at 100° C. for 13 hours. The solvent and excess o-allylphenol were removed by heating at 140° C. finally in vacuo. The yield of adduct was 227.9 g and it showed a viscosity of 280 mPa.s at 70° C. Product: CC(C)(C)OC(=O)NC(Cc1cc(F)ccc1F)C(O)CCl. Starting materials: [BH4-], CC(C)(C)OC(=O)NC(Cc1cc(F)ccc1F)C(=O)CCl, [Na+], O. RXN SMILES: [BH4-:23].[C:1]([CH3:2])([CH3:3])([CH3:4])[O:5][C:6]([NH:7][CH:8]([C:9]([CH2:10][Cl:11])=[O:12])[CH2:13][c:14]1[c:15]([F:21])[cH:16][cH:17][c:18]([F:20])[cH:19]1)=[O:22].[Na+:24].[OH2:25]>>[C:1]([CH3:2])([CH3:3])([CH3:4])[O:5][C:6]([NH:7][CH:8]([CH:9]([CH2:10][Cl:11])[OH:12])[CH2:13][c:14]1[c:15]([F:21])[cH:16][cH:17][c:18]([F:20])[cH:19]1)=[O:22]. Starting materials: TEA, C(=O)(C(F)(F)F)O (TFA), C1(CCC(=O)O1)=O (succinic anhydride), C(C)OC(C[C@@H](CC1=CC=C(C=C1)C1=CC=CC=C1)NC(=O)OC(C)(C)C)=O ((R)-4-biphenyl-4-yl-3-tert-butoxycarbonylamino-butyric acid ethyl ester), C(=O)(C(F)(F)F)O (TFA). Run in C(Cl)Cl (DCM), C(Cl)Cl (DCM). Conditions: time 1 hour. The product is C(C)OC(C[C@@H](CC1=CC=C(C=C1)C1=CC=CC=C1)NC(CCC(=O)O)=O)=O ((R)-4-biphenyl-4-yl-3-(3-carboxy-propionylamino)-butyric acid ethyl ester). Isolated yield 50.2%. Reaction SMILES: [CH2:1]([O:3][C:4](=[O:28])[CH2:5][C@H:6]([NH:20][C:21](OC(C)(C)C)=[O:22])[CH2:7][C:8]1[CH:13]=[CH:12][C:11]([C:14]2[CH:19]=[CH:18][CH:17]=[CH:16][CH:15]=2)=[CH:10][CH:9]=1)[CH3:2].C(O)(C(F)(F)F)=O.C1(=O)[O:41][C:39](=[O:40])[CH2:38][CH2:37]1>C(Cl)Cl>[CH2:1]([O:3][C:4](=[O:28])[CH2:5][C@H:6]([NH:20][C:21](=[O:22])[CH2:37][CH2:38][C:39]([OH:41])=[O:40])[CH2:7][C:8]1[CH:9]=[CH:10][C:11]([C:14]2[CH:15]=[CH:16][CH:17]=[CH:18][CH:19]=2)=[CH:12][CH:13]=1)[CH3:2]. Procedure: To a solution of (R)-4-biphenyl-4-yl-3-tert-butoxycarbonylamino-butyric acid ethyl ester (400 mg, 1.04 mmol) in DCM (10 mL) at room temperature is added TFA (2.009 mL, 26.1 mmol) and the mixture is stirred at room temperature for 1 hour. The mixture is concentrated under reduced pressure. To the obtained TFA salt in DCM (10 mL) at ice bath temperature is added succinic anhydride (125 mg, 1.25 mmol) and followed by TEA (0.363 mL, 2.61 mmol). The reaction is stirred at room temperature for 16 hour... Starting materials: C(CCC)N(CCCC)CCCC (Tributylamine), solution, [Na+].[I-] (NaI), CC(=O)C (acetone), Br[Si](C)(C)C (Bromotrimethylsilane), CC(C)OOP(OOC(C)C)(=O)CP(=O)(OC(C)C)CCCCCCCCCCCCCCCCC (((n-heptadecyl)-2-propoxyphosphinyl) methylphosphonic acid di-2-propoxy ester). Run in CO (methanol). Reaction conditions: time 3 hour. Product: [Na+].[Na+].[Na+].C(CCCCCCCCCCCCCCCC)P(=O)(O)CP([O-])([O-])=O (((n-heptadecyl)-hydroxyphosphinyl) methylphosphonic acid tri-sodium salt). Yield: 85.0%. As a reaction SMILES: Br[Si](C)(C)C.CC(O[O:10][P:11]([CH2:18][P:19]([CH2:25][CH2:26][CH2:27][CH2:28][CH2:29][CH2:30][CH2:31][CH2:32][CH2:33][CH2:34][CH2:35][CH2:36][CH2:37][CH2:38][CH2:39][CH2:40][CH3:41])([O:21]C(C)C)=[O:20])(=[O:17])[O:12]OC(C)C)C.C(N(CCCC)CCCC)CCC.[Na+:55].[I-].CC(C)=O>CO>[Na+:55].[Na+:55].[Na+:55].[CH2:25]([P:19]([CH2:18][P:11](=[O:10])([O-:17])[O-:12])([OH:21])=[O:20])[CH2:26][CH2:27][CH2:28][CH2:29][CH2:30][CH2:31][CH2:32][CH2:33][CH2:34][CH2:35][CH2:36][CH2:37][CH2:38][CH2:39][CH2:40][CH3:41] |f:3.4,7.8.9.10|. Procedure: Bromotrimethylsilane (0.34 mL, 2.58 mmol) was added dropwise to ((n-heptadecyl)-2-propoxyphosphinyl) methylphosphonic acid di-2-propoxy ester (0.150 g, 0.286 mmol) in a 3 mL vial. The resulting solution was stirred for 14–16 hours at ambient temperature. Excess bromotrimethylsilane was then removed by passing a steady stream of dry nitrogen over the solution for 2 hours. The solution was then placed under high vacuum for 3 hours to remove any residual bromotrimethylsilane. Tributylamine (0.24 g,... The reactants are O.S(=O)(=O)(O)C1=CC=C(C=C1)N=C=S.[Na] (sodium 4-sulfophenylisothiocyanate monohydrate), poly-L-lysine, CN(CC=C)C (N,N-dimethyl-N-allylamine), C1=CC=C2C(=C1)C(=O)C(C2=O)(O)O (ninhydrin). The solvent is O (water), O (water). Conditions: temperature 53 celsius. Product: S(=O)(=O)(O)C1=CC=C(C=C1)NC(=S)N.[Na] (sodium 4-sulfophenylthiourea). Reaction SMILES: O.[S:2]([C:6]1[CH:11]=[CH:10][C:9]([N:12]=[C:13]=[S:14])=[CH:8][CH:7]=1)([OH:5])(=[O:4])=[O:3].[Na:15].C1C=C2C(C(O)(O)C(=O)C2=CC=1)=O.C[N:30](C)CC=C>O>[S:2]([C:6]1[CH:7]=[CH:8][C:9]([NH:12][C:13]([NH2:30])=[S:14])=[CH:10][CH:11]=1)([OH:5])(=[O:3])=[O:4].[Na:15] |f:0.1.2,6.7,^1:14,49|. Procedure details: A Solid sodium 4-sulfophenylisothiocyanate monohydrate (2.55g; 10 mmol) was added to a solution of poly-L-lysine (15-30 K) (Sigma Chemical Company) (1.0 g) in a mixture of water (20 ml) and N,N-dimethyl-N-allylamine buffer (pH 9.5; 15 ml). The resulting mixture was heated under nitrogen at 53° C. for 3 hours, when a ninhydrin test was negative. The cooled mixture was filtered and the filtrate concentrated to give a grey solid residue. The solid residue was redissolved in water and passed through... Reactants: ClC=1N=CC(=C2C=CC(=NC12)C)I (8-chloro-5-iodo-2-methyl-[1,7]naphthyridine), N1=CN=CC(=C1)B(O)O (5-pyrimidineboronic acid), CN1N=C(C=C1)N (1-methyl-1H-pyrazol-3-ylamine). Product: CN1N=C(C=C1)NC=1N=CC(=C2C=CC(=NC12)C)C=1C=NC=NC1 ((1-Methyl-1H-pyrazol-3-yl)-(2-methyl-5-pyrimidin-5-yl-[1,7]naphthyridin-8-yl)-amine). RXN SMILES: Cl[C:2]1[N:3]=[CH:4][C:5](I)=[C:6]2[C:11]=1[N:10]=[C:9]([CH3:12])[CH:8]=[CH:7]2.[N:14]1[CH:19]=[C:18](B(O)O)[CH:17]=[N:16][CH:15]=1.[CH3:23][N:24]1[CH:28]=[CH:27][C:26]([NH2:29])=[N:25]1>>[CH3:23][N:24]1[CH:28]=[CH:27][C:26]([NH:29][C:2]2[N:3]=[CH:4][C:5]([C:18]3[CH:19]=[N:14][CH:15]=[N:16][CH:17]=3)=[C:6]3[C:11]=2[N:10]=[C:9]([CH3:12])[CH:8]=[CH:7]3)=[N:25]1. Procedure: The title compound, MS: m/e=318.2 (M+H+), was prepared in accordance with the general method of example 15 step 1 and step 3 from 8-chloro-5-iodo-2-methyl-[1,7]naphthyridine (Example I), 5-pyrimidineboronic acid and 1-methyl-1H-pyrazol-3-ylamine. The reactants are BrC=1C=C(C=NC1)CN1CCN(CC1)C (1-(5-Bromo-pyridin-3-ylmethyl)-4-methyl-piperazine), ClC1=CC=C2C=C(N(C2=C1)C(=O)OC(C)(C)C)B(O)O (6-chloro-1-Boc-indole-2-boronic acid). Yields the product ClC1=CC=C2C=C(NC2=C1)C=1C=NC=C(C1)CN1CCN(CC1)C (6-chloro-2-[5-(4-methyl-piperazin-1-ylmethyl)-pyridin-3-yl]-1H-indole). RXN SMILES: Br[C:2]1[CH:3]=[C:4]([CH2:8][N:9]2[CH2:14][CH2:13][N:12]([CH3:15])[CH2:11][CH2:10]2)[CH:5]=[N:6][CH:7]=1.[Cl:16][C:17]1[CH:25]=[C:24]2[C:20]([CH:21]=[C:22](B(O)O)[N:23]2C(OC(C)(C)C)=O)=[CH:19][CH:18]=1>>[Cl:16][C:17]1[CH:25]=[C:24]2[C:20]([CH:21]=[C:22]([C:2]3[CH:7]=[N:6][CH:5]=[C:4]([CH2:8][N:9]4[CH2:14][CH2:13][N:12]([CH3:15])[CH2:11][CH2:10]4)[CH:3]=3)[NH:23]2)=[CH:19][CH:18]=1. Procedure details: 1-(5-Bromo-pyridin-3-ylmethyl)-4-methyl-piperazine and 6-chloro-1-Boc-indole-2-boronic acid are processed according to the method described in Example 91 to give 6-chloro-2-[5-(4-methyl-piperazin-1-ylmethyl)-pyridin-3-yl]-1H-indole. (ESI) m/z 341.1 (M+H)+. The reactants are Cl (HCl), CCOCC (ether), ClC=1C=C(CN2N=C(C3=CC(=CC(=C23)OCCCl)F)S(=O)(=O)C2=CC=CC3=CC=CC=C23)C=CC1 (1-(3-chloro-benzyl)-7-(2-chloro-ethoxy)-5-fluoro-3-(naphthalene-1-sulfonyl)-1H-indazole), CN (methylamine). Solvent: CS(=O)C (DMSO), O (water). Reaction conditions: temperature 100 celsius, time 4 hour. The product is Cl.ClC=1C=C(CN2N=C(C3=CC(=CC(=C23)OCCNC)F)S(=O)(=O)C2=CC=CC3=CC=CC=C23)C=CC1 ((2-{[1-(3-chlorobenzyl)-5-fluoro-3-(1-naphthylsulfonyl)-1H-indazol-7-yl]oxy}ethyl)methylamine Hydrochloride). Reaction SMILES: [Cl:1][C:2]1[CH:3]=[C:4]([CH:33]=[CH:34][CH:35]=1)[CH2:5][N:6]1[C:14]2[C:9](=[CH:10][C:11]([F:19])=[CH:12][C:13]=2[O:15][CH2:16][CH2:17]Cl)[C:8]([S:20]([C:23]2[C:32]3[C:27](=[CH:28][CH:29]=[CH:30][CH:31]=3)[CH:26]=[CH:25][CH:24]=2)(=[O:22])=[O:21])=[N:7]1.[CH3:36][NH2:37].Cl.CCOCC>CS(C)=O.O>[ClH:1].[Cl:1][C:2]1[CH:3]=[C:4]([CH:33]=[CH:34][CH:35]=1)[CH2:5][N:6]1[C:14]2[C:9](=[CH:10][C:11]([F:19])=[CH:12][C:13]=2[O:15][CH2:16][CH2:17][NH:37][CH3:36])[C:8]([S:20]([C:23]2[C:32]3[C:27](=[CH:28][CH:29]=[CH:30][CH:31]=3)[CH:26]=[CH:25][CH:24]=2)(=[O:21])=[O:22])=[N:7]1 |f:6.7|. Procedure details: A mixture of 1-(3-chloro-benzyl)-7-(2-chloro-ethoxy)-5-fluoro-3-(naphthalene-1-sulfonyl)-1H-indazole (0.075 g, 0.14 mmoles) and methylamine (0.56 mmoles) in DMSO (1 mL) was stirred under nitrogen at 100° C. for 4 hours. Mixture was cooled to room temperature, diluted with water, extracted with EtOAc, washed with water (2×), brine (1×), dried over Na2SO4, and concentrated under vacuum. Compound was purified by flash chromatography using as eluent 5% CH3OH/EtOAc. The purified compound was dissolve...